Task: describe an organic reaction: reactants, conditions, products, and yield. Dataset: the Open Reaction Database (ORD), a public repository of structured organic reaction records Starting materials: BrC1=CC=C(CNC2=C(C(=NC3=CC=CC=C23)C)C(C)=O)C=C1 (1-(4-(4-bromobenzylamino)-2-methylquinolin-3-yl)ethanone), BrC1=C(C=C(CBr)C=C1)Cl (4-bromo-3-chlorobenzyl bromide), BrC1=CC=C(CNC2=C(C(=NC3=CC=CC=C23)C)C(C)=O)C=C1 (1-(4-(4-bromobenzylamino)-2-methylquinolin-3-yl)ethanone), NC1=C(C(=NC2=CC=CC=C12)C)C(C)=O (1-(4-amino-2-methylquinolin-3-yl)ethanone). Yields the product BrC1=C(C=C(CNC2=C(C(=NC3=CC=CC=C23)C)C(C)=O)C=C1)Cl (1-(4-(4-Bromo-3-chlorobenzylamino)-2-methylquinolin-3-yl)ethanone). RXN SMILES: [Br:1][C:2]1[CH:23]=[CH:22][C:5]([CH2:6][NH:7][C:8]2[C:17]3[C:12](=[CH:13][CH:14]=[CH:15][CH:16]=3)[N:11]=[C:10]([CH3:18])[C:9]=2[C:19](=[O:21])[CH3:20])=[CH:4][CH:3]=1.NC1C2C(=CC=CC=2)N=C(C)C=1C(=O)C.BrC1C=CC(CBr)=CC=1[Cl:48]>>[Br:1][C:2]1[CH:3]=[CH:4][C:5]([CH2:6][NH:7][C:8]2[C:17]3[C:12](=[CH:13][CH:14]=[CH:15][CH:16]=3)[N:11]=[C:10]([CH3:18])[C:9]=2[C:19](=[O:21])[CH3:20])=[CH:22][C:23]=1[Cl:48]. Procedure: 1-(4-(4-Bromo-3-chlorobenzylamino)-2-methylquinolin-3-yl)ethanone was synthesized by the same process as described for 1-(4-(4-bromobenzylamino)-2-methylquinolin-3-yl)ethanone (Example 1, Intermediate 2c) starting from 1-(4-amino-2-methylquinolin-3-yl)ethanone and 4-bromo-3-chlorobenzyl bromide. MS(ES+):403/405. Starting materials: BrC1=CC=CC(=N1)NCC1CCOCC1 (6-bromo-N-((tetrahydro-2H-pyran-4-yl)methyl)pyridin-2-amine), C1CC(=O)N(C1=O)Cl (NCS). The solvent is C(C)#N (acetonitrile). Run at temperature 80 celsius. Product: BrC1=C(C=CC(=N1)NCC1CCOCC1)Cl (6-bromo-5-chloro-N-((tetrahydro-2H-pyran-4-yl)methyl)pyridin-2-amine). Yield: 53.1%. RXN SMILES: [Br:1][C:2]1[N:7]=[C:6]([NH:8][CH2:9][CH:10]2[CH2:15][CH2:14][O:13][CH2:12][CH2:11]2)[CH:5]=[CH:4][CH:3]=1.C1C(=O)N([Cl:23])C(=O)C1>C(#N)C>[Br:1][C:2]1[N:7]=[C:6]([NH:8][CH2:9][CH:10]2[CH2:15][CH2:14][O:13][CH2:12][CH2:11]2)[CH:5]=[CH:4][C:3]=1[Cl:23]. Procedure: To a solution of 6-bromo-N-((tetrahydro-2H-pyran-4-yl)methyl)pyridin-2-amine (20 g, 74 mmol) in acetonitrile (240 mL) was added NCS (9.85 g, 74 mmol). The mixture was heated to 80° C. for 3 hr. The reaction mixture was allowed to cool to ambient temperature and concentrated in vacuo. The resulting residue was diluted with brine (200 mL) and extracted with EtOAc (3×200 mL). The combined organic layers were concentrated in vacuo. The resulting residue was purified by column chromatography [SiO2, E... Starting materials: [H-].[Al+3].[Li+].[H-].[H-].[H-] (lithium aluminum hydride), O (water), CC1(CC(C=2C(=CNC2C1)CCC(=O)N(CC)CC)=O)C (3-(6,6-dimethyl-4-oxo-4,5,6,7-tetrahydro-1H-indol-3-yl)-N,N-diethyl-propionamide), [OH-].[Na+] (sodium hydroxide). The solvent is O1CCCC1 (tetrahydrofuran), O1CCCC1 (tetrahydrofuran). Run at time 30 minute. The product is CC1(CCC=2C(=CNC2C1)CCCN(CC)CC)C ([3-(6,6-dimethyl-4,5,6,7-tetrahydro-1H-indol-3-yl)-propyl]-diethyl-amine). The yield is 90.2%. Reaction SMILES: [CH3:1][C:2]1([CH3:21])[CH2:10][C:9]2[NH:8][CH:7]=[C:6]([CH2:11][CH2:12][C:13]([N:15]([CH2:18][CH3:19])[CH2:16][CH3:17])=O)[C:5]=2[C:4](=O)[CH2:3]1.[H-].[Al+3].[Li+].[H-].[H-].[H-].[OH-].[Na+].O>O1CCCC1>[CH3:21][C:2]1([CH3:1])[CH2:10][C:9]2[NH:8][CH:7]=[C:6]([CH2:11][CH2:12][CH2:13][N:15]([CH2:18][CH3:19])[CH2:16][CH3:17])[C:5]=2[CH2:4][CH2:3]1 |f:1.2.3.4.5.6,7.8|. Procedure details: To a suspension of 3-(6,6-dimethyl-4-oxo-4,5,6,7-tetrahydro-1H-indol-3-yl)-N,N-diethyl-propionamide (1.1 g, 3.8 mmol) in tetrahydrofuran (80 mL) was added dropwise a solution of lithium aluminum hydride (0.57 g, 15.1 mmol) in tetrahydrofuran. The mixture was refluxed overnight. To the cooled reaction was added enough ice until no more gas was generated followed by 15% sodium hydroxide and water. The reaction was stirred at room temperature for 30 minutes and the insolubles removed by vacuum filt... The reactants are [Al+3], O=C1c2ccc(Oc3ccccc3)nc2OCCN1Cc1ccccc1, [Cl-], [H-], [H-], [H-], [H-], [Li+], [NH4+], [Na+], [OH-], O. The product is c1ccc(CN2CCOc3nc(Oc4ccccc4)ccc3C2)cc1. As a reaction SMILES: [Al+3:2].[CH2:7]([c:8]1[cH:9][cH:10][cH:11][cH:12][cH:13]1)[N:14]1[CH2:15][CH2:16][O:17][c:18]2[c:19]([cH:22][cH:23][c:24]([O:26][c:27]3[cH:28][cH:29][cH:30][cH:31][cH:32]3)[n:25]2)[C:20]1=[O:21].[Cl-:35].[H-:1].[H-:4].[H-:5].[H-:6].[Li+:3].[NH4+:36].[Na+:34].[OH-:33].[OH2:37]>>[CH2:7]([c:8]1[cH:9][cH:10][cH:11][cH:12][cH:13]1)[N:14]1[CH2:15][CH2:16][O:17][c:18]2[c:19]([cH:22][cH:23][c:24]([O:26][c:27]3[cH:28][cH:29][cH:30][cH:31][cH:32]3)[n:25]2)[CH2:20]1. Reactants: C(C)(C)(C)OC(N[C@H](CC1=CC=C(C=C1)C1=CC=CC=C1)C(NCOC)=O)=O ([(R)-2-Biphenyl-4-yl-1-(methoxymethylcarbamoyl)ethyl]carbamic acid t-butyl ester), [H-].[Al+3].[Li+].[H-].[H-].[H-] (Lithium aluminum hydride). The solvent is C1CCOC1 (THF). Conditions: temperature -2.5 celsius, time 30 minute. Yields the product C(C)(C)(C)OC(N[C@H](CC1=CC=C(C=C1)C1=CC=CC=C1)C=O)=O (((R)-2-Biphenyl-4-yl-1-formylethyl)carbamic Acid t-Butyl Ester). Yield: 99.3%. As a reaction SMILES: [C:1]([O:5][C:6](=[O:28])[NH:7][C@@H:8]([C:22](=[O:27])NCOC)[CH2:9][C:10]1[CH:15]=[CH:14][C:13]([C:16]2[CH:21]=[CH:20][CH:19]=[CH:18][CH:17]=2)=[CH:12][CH:11]=1)([CH3:4])([CH3:3])[CH3:2].[H-].[Al+3].[Li+].[H-].[H-].[H-]>C1COCC1>[C:1]([O:5][C:6](=[O:28])[NH:7][C@@H:8]([CH:22]=[O:27])[CH2:9][C:10]1[CH:11]=[CH:12][C:13]([C:16]2[CH:21]=[CH:20][CH:19]=[CH:18][CH:17]=2)=[CH:14][CH:15]=1)([CH3:2])([CH3:4])[CH3:3] |f:1.2.3.4.5.6|. Procedure: [(R)-2-Biphenyl-4-yl-1-(methoxymethylcarbamoyl)ethyl]carbamic acid t-butyl ester (7.5 g, 19.5 mmol, 1.0 eq.) was combined with THF (distilled) (100 mL) under nitrogen. Lithium aluminum hydride (750 mg, 19.8 mmol, 1.0 eq.) was added to the resulting stirred solution in several batches at −5-0° C. over a period of 30 minutes. The resulting solution was stirred for 30 minutes at −5-0° C. The reaction was then quenched by the addition of a solution of KHSO4 (6.6 g) in water (35 mL). The resulting so... Reactants: CC1(OB(OC1(C)C)C=1CCN(CC1)C(=O)OC(C)(C)C)C (tert-butyl 4-(4,4,5,5-tetramethyl-1,3,2-dioxaborolan-2-yl)-3,6-dihydro-1(2H)-pyridinecarboxylate), C(=O)([O-])[O-].[K+].[K+] (K2CO3), PdCl2dppf, BrC=1C(=CC(=C(C1)NC(OCC1=CC=CC=C1)=O)F)F (benzyl 5-bromo-2,4-difluorophenylcarbamate). Run in CN(C)C=O (DMF). Conditions: temperature 80 celsius. Yields the product C(C1=CC=CC=C1)OC(=O)NC=1C(=CC(=C(C1)C=1CCN(CC1)C(=O)OC(C)(C)C)F)F (tert-butyl 4-(5-{[(benzyloxy)carbonyl]amino}-2,4-difluorophenyl)-3,6-dihydro-1(2H)-pyridinecarboxylate). Yield: 24.3%. Reaction SMILES: CC1(C)C(C)(C)OB([C:9]2[CH2:10][CH2:11][N:12]([C:15]([O:17][C:18]([CH3:21])([CH3:20])[CH3:19])=[O:16])[CH2:13][CH:14]=2)O1.C([O-])([O-])=O.[K+].[K+].Br[C:30]1[C:31]([F:48])=[CH:32][C:33]([F:47])=[C:34]([NH:36][C:37](=[O:46])[O:38][CH2:39][C:40]2[CH:45]=[CH:44][CH:43]=[CH:42][CH:41]=2)[CH:35]=1>CN(C=O)C>[CH2:39]([O:38][C:37]([NH:36][C:34]1[C:33]([F:47])=[CH:32][C:31]([F:48])=[C:30]([C:9]2[CH2:10][CH2:11][N:12]([C:15]([O:17][C:18]([CH3:19])([CH3:20])[CH3:21])=[O:16])[CH2:13][CH:14]=2)[CH:35]=1)=[O:46])[C:40]1[CH:45]=[CH:44][CH:43]=[CH:42][CH:41]=1 |f:1.2.3|. Procedure: To a 250-mL RB-flask containing tert-butyl 4-(4,4,5,5-tetramethyl-1,3,2-dioxaborolan-2-yl)-3,6-dihydro-1(2H)-pyridinecarboxylate (4.58 g, 14.8 mmol), K2CO3 (6.14 g, 44.4 mmol) and PdCl2dppf (1.48 mmol, 1.21 g) was added a solution of benzyl 5-bromo-2,4-difluorophenylcarbamate (5.05, 14.8 mmol) in DMF (150 mL) at room temperature under argon. The mixture was heated to 80° C. under argon overnight. After cooling to room temperature, the mixture was filtered through Celite and the Celite was washed... Reactants: [Cl-].COC(C(=O)O)=O (oxalic acid monomethyl ester chloride), BrCCCOC=1C=C(N)C=CC1 (3-(3-bromopropoxy)-aniline), N1=CC=CC=C1 (pyridine). Solvent: C(Cl)Cl (methylene chloride), C(Cl)Cl (methylene chloride). Run at time 2 hour. Product: BrCCCOC=1C=C(C=CC1)NC(C(=O)OC)=O (Methyl N-[3-(3-bromopropoxy)-phenyl]-oxamate). As a reaction SMILES: [Cl-].[CH3:2][O:3][C:4](=[O:8])[C:5]([OH:7])=O.[Br:9][CH2:10][CH2:11][CH2:12][O:13][C:14]1[CH:15]=[C:16]([CH:18]=[CH:19][CH:20]=1)[NH2:17].N1C=CC=CC=1>C(Cl)Cl>[Br:9][CH2:10][CH2:11][CH2:12][O:13][C:14]1[CH:15]=[C:16]([NH:17][C:5](=[O:7])[C:4]([O:3][CH3:2])=[O:8])[CH:18]=[CH:19][CH:20]=1 |f:0.1|. Procedure: A solution of 1.5 ml of oxalic acid monomethyl ester chloride in 10 ml of methylene chloride is added dropwise to a solution of 3.5 g of 3-(3-bromopropoxy)-aniline and 1.3 ml of pyridine in 40 ml of methylene chloride in the course of 10 minutes. After stirring at room temperature for 2 hours, the mixture is poured onto water and extracted with methylene chloride. The combined extracts are evaporated and the residue is chromatographed on silica gel with methylene chloride/ethyl acetate (10:1). T... Starting materials: COC1=CC2=C(NC3=C1C=CC=C3)C=CC=C2 (10-methoxy-5H-dibenz(b,f)azepine). Run in Cl (hydrochloric acid). The product is O=C1CC2=C(NC3=C1C=CC=C3)C=CC=C2 (10-oxo-10,11-dihydro-5H-dibenz(b,f)azepine). Reaction SMILES: C[O:2][C:3]1[C:9]2[CH:10]=[CH:11][CH:12]=[CH:13][C:8]=2[NH:7][C:6]2[CH:14]=[CH:15][CH:16]=[CH:17][C:5]=2[CH:4]=1>Cl>[O:2]=[C:3]1[C:9]2[CH:10]=[CH:11][CH:12]=[CH:13][C:8]=2[NH:7][C:6]2[CH:14]=[CH:15][CH:16]=[CH:17][C:5]=2[CH2:4]1. Procedure details: 22.3 g of 10-methoxy-5H-dibenz(b,f)azepine are heated under reflux with 100 ml of 2N hydrochloric acid for 2 hours. The gummy residue is extracted with chloroform (50÷50 ml), the combined extracts are washed with water and evaporated to dryness under vacuum. The residue is taken up into 200 ml of ethanol, treated with charcoal (2 g) for 1 h under reflux, filtered, evaporated to dryness under vacuum, finally taken up into 50÷50 ml of toluene, stripping thoroughly. The residue is kept for further ... Reactants: ClC1=NC(=CC=C1CN1C(C=2C(C1=O)=CC=CC2)=O)Cl (N-(2,6-dichloro-3-pyridylmethyl)phthalimide), H2NNH2 ·H2O. Solvent: CCO (EtOH), CN(C)C=O (DMF). The product is ClC1=NC(=CC=C1CN)Cl (2,6-Dichloro-3-pyridylmethylamine). Yield: 81.9%. Reaction SMILES: [Cl:1][C:2]1[C:7]([CH2:8][N:9]2C(=O)C3=CC=CC=C3C2=O)=[CH:6][CH:5]=[C:4]([Cl:20])[N:3]=1>CCO.CN(C=O)C>[Cl:1][C:2]1[C:7]([CH2:8][NH2:9])=[CH:6][CH:5]=[C:4]([Cl:20])[N:3]=1. Procedure: In a mixture of 50 ml EtOH and 20 ml DMF was dissolved 3.1 g (0.01 mole) of N-(2,6-dichloro-3-pyridylmethyl)phthalimide under heating, followed by addition of 0.75 g (0.015 mole) of H2NNH2 ·H2O under reflux. After 1 hour of refluxing, EtOH and DMF were distilled off. To the residue were added 10 ml of concentrated hydrochloric acid and 5 ml of water, and the mixture was refluxed for 30 minutes. The resulting crystals were filtered off and the filtrate was neutralized with NaHCO3 and extracted wi... The reactants are NC1=C(C=C(CC2=C(C#N)C(=CC=C2)OCC2=CC=CC=C2)C=C1)OCC1=CC=CC=C1 (2-(4-amino-3-benzyloxybenzyl)-6-benzyloxybenzonitrile), CC(=O)O (AcOH), C(C)(=O)O[BH-](OC(C)=O)OC(C)=O.[Na+] (sodium triacetoxyborohydride). Run in C(C)#N (ACN), C(C)#N (ACN). Conditions: time 2 hour. Product: C(C)OC(CNC1=C(C=C(C=C1)CC1=C(C(=CC=C1)OCC1=CC=CC=C1)C#N)OCC1=CC=CC=C1)=O ([2-benzyloxy-4-(3-benzyloxy-2-cyanobenzyl)-phenylamino]-acetic acid ethyl ester). As a reaction SMILES: [NH2:1][C:2]1[CH:24]=[CH:23][C:5]([CH2:6][C:7]2[CH:14]=[CH:13][CH:12]=[C:11]([O:15][CH2:16][C:17]3[CH:22]=[CH:21][CH:20]=[CH:19][CH:18]=3)[C:8]=2[C:9]#[N:10])=[CH:4][C:3]=1[O:25][CH2:26][C:27]1[CH:32]=[CH:31][CH:30]=[CH:29][CH:28]=1.[CH3:33][C:34]([OH:36])=[O:35].[C:37](O[BH-](OC(=O)C)OC(=O)C)(=O)[CH3:38].[Na+]>C(#N)C>[CH2:37]([O:35][C:34](=[O:36])[CH2:33][NH:1][C:2]1[CH:24]=[CH:23][C:5]([CH2:6][C:7]2[CH:14]=[CH:13][CH:12]=[C:11]([O:15][CH2:16][C:17]3[CH:22]=[CH:21][CH:20]=[CH:19][CH:18]=3)[C:8]=2[C:9]#[N:10])=[CH:4][C:3]=1[O:25][CH2:26][C:27]1[CH:32]=[CH:31][CH:30]=[CH:29][CH:28]=1)[CH3:38] |f:2.3|. Procedure details: Ethyl glyoxlate is added to a solution of 2-(4-amino-3-benzyloxybenzyl)-6-benzyloxybenzonitrile (0.281 g, 0.668 mmol), ACN (3 mL) and AcOH (1.5 mL) under N2. The mixture is stirred at ambient temperature for 2 h. The reaction is cooled in an ice bath and a slurry of sodium triacetoxyborohydride (0.284 g, 1.34 mmol) and ACN (1.5 mL) is added dropwise. Upon consumption of the starting material by LC/MS, the reaction is concentrated and the residue quenched with saturated NaHCO3 (2×10 mL). The mixt...